The task is: describe an organic reaction: reactants, conditions, products, and yield. This data is from the Open Reaction Database (ORD), a public repository of structured organic reaction records. The reactants are ClC1=CC=CC2=C1C(N1[C@H](C=3N2C=NC3C=O)CC1)=O ((S)-8-chloro-12,12a-dihydro-9-oxo-9H,11H-azeto[2,1-c]imidazo[1,5-a][1,4]benzodiazepine-1-carboxaldehyde), equimolar mixture, [Cl-].ClC[P+](C1=CC=CC=C1)(C1=CC=CC=C1)C1=CC=CC=C1 (chloromethyltriphenylphosphonium chloride), [NH2-].[Na+] (sodium amide), N (ammonia). The solvent is O1CCCC1 (tetrahydrofuran). Run at time 1 hour. The product is ClC1=CC=CC2=C1C(N1[C@H](C=3N2C=NC3\C=C/Cl)CC1)=O ((S)-8-chloro-1-[(Z)-2-chlorovinyl]-12,12a-dihydro-9H,11H-azeto[2,1-c]imidazo[1,5-a][1,4]benzodiazepin-9-one). As a reaction SMILES: [Cl-].[Cl:2][CH2:3][P+](C1C=CC=CC=1)(C1C=CC=CC=1)C1C=CC=CC=1.[NH2-].[Na+].[Cl:25][C:26]1[C:31]2[C:32](=[O:44])[N:33]3[CH2:43][CH2:42][C@H:34]3[C:35]3[N:36]([CH:37]=[N:38][C:39]=3[CH:40]=O)[C:30]=2[CH:29]=[CH:28][CH:27]=1.N>O1CCCC1>[Cl:25][C:26]1[C:31]2[C:32](=[O:44])[N:33]3[CH2:43][CH2:42][C@H:34]3[C:35]3[N:36]([CH:37]=[N:38][C:39]=3/[CH:40]=[CH:3]\[Cl:2])[C:30]=2[CH:29]=[CH:28][CH:27]=1 |f:0.1,2.3|. Procedure: 17.5 g of an equimolar mixture of chloromethyltriphenylphosphonium chloride and sodium amide was stirred for 15 minutes in 100 ml of tetrahydrofuran, whereby the temperature rose to 33°. 11.1 g (38.58 mmol) of (S)-8-chloro-12,12a-dihydro-9-oxo-9H,11H-azeto[2,1-c]imidazo[1,5-a][1,4]benzodiazepine-1-carboxaldehyde was then added portionwise thereto, whereby the temperature rose to 45° with the evolution of ammonia. The mixture was stirred at room temperature for a further 1 hour, filtered and the ...